Dataset: the Open Reaction Database (ORD), a public repository of structured organic reaction records. Task: describe an organic reaction: reactants, conditions, products, and yield The reactants are CC(C)CO, COC(=O)c1nc(C)n2c1CNC(c1ccccc1)c1cc(Cl)ccc1-2, NN. The product is Cc1nc(C(=O)NN)c2n1-c1ccc(Cl)cc1C(c1ccccc1)NC2. As a reaction SMILES: [CH3:29][CH:30]([CH2:31][OH:32])[CH3:33].[Cl:1][c:2]1[cH:3][cH:4][c:5]2[c:6]([cH:26]1)[CH:7]([c:20]1[cH:21][cH:22][cH:23][cH:24][cH:25]1)[NH:8][CH2:9][c:10]1[n:11]-2[c:12]([CH3:19])[n:13][c:14]1[C:15](=[O:16])[O:17][CH3:18].[NH2:27][NH2:28]>>[Cl:1][c:2]1[cH:3][cH:4][c:5]2[c:6]([cH:26]1)[CH:7]([c:20]1[cH:21][cH:22][cH:23][cH:24][cH:25]1)[NH:8][CH2:9][c:10]1[n:11]-2[c:12]([CH3:19])[n:13][c:14]1[C:15](=[O:16])[NH:27][NH2:28].